This data is from the Open Reaction Database (ORD), a public repository of structured organic reaction records. The task is: describe an organic reaction: reactants, conditions, products, and yield Reactants: COC(=O)C1(CCN(CC1)CCC1(CN(CC1)C(C1=CC(=C(C(=C1)OC)OC)OC)=O)C1=CC(=C(C=C1)Cl)Cl)C1=CC=CC=C1 (1-[2-[3-(3,4-Dichloro-phenyl)-1-(3,4,5-trimethoxybenzoyl)-pyrrolidin-3-yl]-ethyl]-4-phenyl-piperidine-4-carboxylic acid methyl-ester), [OH-].[Na+] (NaOH), Cl (HCl). Solvent: C(C)O (ethanol). Conditions: time 48 hour. Product: ClC=1C=C(C=CC1Cl)C1(CN(CC1)C(C1=CC(=C(C(=C1)OC)OC)OC)=O)CCN1CCC(CC1)(C(=O)O)C1=CC=CC=C1 (1-[2-[3-(3,4-dichloro-phenyl)-1-(3,4,5-trimethoxy-benzoyl)-pyrrolidin-3-yl]-ethyl]-4-phenyl-piperidine-4-carboxylic acid). Reaction SMILES: C[O:2][C:3]([C:5]1([C:40]2[CH:45]=[CH:44][CH:43]=[CH:42][CH:41]=2)[CH2:10][CH2:9][N:8]([CH2:11][CH2:12][C:13]2([C:32]3[CH:37]=[CH:36][C:35]([Cl:38])=[C:34]([Cl:39])[CH:33]=3)[CH2:17][CH2:16][N:15]([C:18](=[O:31])[C:19]3[CH:24]=[C:23]([O:25][CH3:26])[C:22]([O:27][CH3:28])=[C:21]([O:29][CH3:30])[CH:20]=3)[CH2:14]2)[CH2:7][CH2:6]1)=[O:4].[OH-].[Na+].Cl>C(O)C>[Cl:39][C:34]1[CH:33]=[C:32]([C:13]2([CH2:12][CH2:11][N:8]3[CH2:9][CH2:10][C:5]([C:40]4[CH:45]=[CH:44][CH:43]=[CH:42][CH:41]=4)([C:3]([OH:4])=[O:2])[CH2:6][CH2:7]3)[CH2:17][CH2:16][N:15]([C:18](=[O:31])[C:19]3[CH:24]=[C:23]([O:25][CH3:26])[C:22]([O:27][CH3:28])=[C:21]([O:29][CH3:30])[CH:20]=3)[CH2:14]2)[CH:37]=[CH:36][C:35]=1[Cl:38] |f:1.2|. Reported procedure: 1-[2-[3-(3,4-Dichloro-phenyl)-1-(3,4,5-trimethoxybenzoyl)-pyrrolidin-3-yl]-ethyl]-4-phenyl-piperidine-4-carboxylic acid methyl-ester (0.393 g, 0.60 mmol) and NaOH (6 mL, 1N, 6 mmol) were combined in ethanol (12 mL). The mixture was stirred for 48 h at ambient temperature. 1N HCl was added to adjust the pH to 1. The aqueous phase was extracted with ethyl acetate. The organic phase was dried over MgSO4, filtered, and concentrated in vacuo to obtain a residue. The residue was chromatographed on sil...